This data is from the Open Reaction Database (ORD), a public repository of structured organic reaction records. The task is: describe an organic reaction: reactants, conditions, products, and yield The reactants are CO, CCC(CC)Nc1nc(Cl)nc(C(C)C)c1[N+](=O)[O-], [Na]. Product: CCC(CC)Nc1nc(OC)nc(C(C)C)c1[N+](=O)[O-]. As a reaction SMILES: [CH3:21][OH:22].[Cl:2][c:3]1[n:4][c:5]([CH:18]([CH3:19])[CH3:20])[c:6]([N+:15](=[O:16])[O-:17])[c:7]([NH:9][CH:10]([CH2:11][CH3:12])[CH2:13][CH3:14])[n:8]1.[Na:1]>>[c:3]1([O:22][CH3:21])[n:4][c:5]([CH:18]([CH3:19])[CH3:20])[c:6]([N+:15](=[O:16])[O-:17])[c:7]([NH:9][CH:10]([CH2:11][CH3:12])[CH2:13][CH3:14])[n:8]1. Reactants: CC(C)(C)O, CO, CCO, CC(C)O, O=C(O)CC(=O)CC(O)CO. The product is O=C(O)CC(O)CC(O)CO. As a reaction SMILES: [C:21]([OH:22])([CH3:23])([CH3:24])[CH3:25].[CH3:12][OH:13].[CH3:14][CH2:15][OH:16].[CH:17]([OH:18])([CH3:19])[CH3:20].[OH:1][CH:2]([CH2:3][C:4]([CH2:5][C:6](=[O:7])[OH:8])=[O:9])[CH2:10][OH:11]>>[OH:1][CH:2]([CH2:3][CH:4]([CH2:5][C:6](=[O:7])[OH:8])[OH:9])[CH2:10][OH:11]. Product: C(C(=O)C)C1=CC=C(C=C1)C=1CCC(NN1)=O (4,5-dihydro-6-[(4-acetonyl)phenyl]-3(2H)-pyridazinone). RXN SMILES: [OH:1][CH:2]([CH3:17])[CH2:3][C:4]1[CH:9]=[CH:8][C:7]([C:10]2[CH2:11][CH2:12][C:13](=[O:16])[NH:14][N:15]=2)=[CH:6][CH:5]=1.[Cr](Cl)([O-])(=O)=O.[NH+]1C=CC=CC=1>ClCCl>[CH2:3]([C:4]1[CH:5]=[CH:6][C:7]([C:10]2[CH2:11][CH2:12][C:13](=[O:16])[NH:14][N:15]=2)=[CH:8][CH:9]=1)[C:2]([CH3:17])=[O:1] |f:1.2|. Solvent: ClCCl (dichloromethane). Conditions: time 18 hour. Procedure: A mixture of 4,5-dihydro-6-[4-(2-hydroxypropyl)-phenyl]-3(2H)-pyridazinone (0.23 g) and pyridiniumchlorochromate (0.21 g) in dichloromethane (20 ml) was stirred at ambient tempeature for 18 hr., filtered and evaporated to a gum which was chromatographed on slice gel. Elution with 4% MeOH in CHCl3 gave 4,5-dihydro-6-[(4-acetonyl)phenyl]-3(2H)-pyridazinone as a crystalline solid. Starting materials: OC(CC1=CC=C(C=C1)C=1CCC(NN1)=O)C (4,5-dihydro-6-[4-(2-hydroxypropyl)-phenyl]-3(2H)-pyridazinone), [Cr](=O)(=O)([O-])Cl.[NH+]1=CC=CC=C1 (pyridiniumchlorochromate). Reactants: COC(=O)CCCCN, Cc1onc(-c2c(F)cccc2Cl)c1C(=O)Cl, Cl. Yields the product COC(=O)CCCCNC(=O)c1c(-c2c(F)cccc2Cl)noc1C. Reaction SMILES: [CH3:2][O:3][C:4]([CH2:5][CH2:6][CH2:7][CH2:8][NH2:9])=[O:10].[Cl:11][c:12]1[c:13](-[c:19]2[n:20][o:21][c:22]([CH3:27])[c:23]2[C:24](=[O:25])[Cl:26])[c:14]([F:18])[cH:15][cH:16][cH:17]1.[ClH:1]>>[CH3:2][O:3][C:4]([CH2:5][CH2:6][CH2:7][CH2:8][NH:9][C:24]([c:23]1[c:19](-[c:13]2[c:12]([Cl:11])[cH:17][cH:16][cH:15][c:14]2[F:18])[n:20][o:21][c:22]1[CH3:27])=[O:25])=[O:10]. Reactants: CN1CCNCC1 (1-methylpiperazine), FC=1C=C(C2=C(C(C=C(O2)C2=CC(=C(C=C2)NC(C(C)(C)C)=O)F)=O)C1NCCCOS(=O)(=O)C)F (6,8-difluoro-2-(3-fluoro-4-pivaloylaminophenyl)-5-(3-methanesulfonyloxypropylamino)-4H-1-benzopyran-4-one), O (Water). The solvent is CN(C=O)C (dimethylformamide). Reaction conditions: temperature 50 celsius, time 6.6 hour. The product is FC=1C=C(C2=C(C(C=C(O2)C2=CC(=C(C=C2)NC(C(C)(C)C)=O)F)=O)C1NCCCN1CCN(CC1)C)F (6,8-difluoro-2-(3-fluoro-4-pivaloylaminophenyl)-5-[3-(4-methylpiperazin-1-yl)propylamino]-4H-1-benzopyran-4-one). The yield is 80.1%. As a reaction SMILES: [F:1][C:2]1[CH:3]=[C:4]([F:36])[C:5]2[O:10][C:9]([C:11]3[CH:16]=[CH:15][C:14]([NH:17][C:18](=[O:23])[C:19]([CH3:22])([CH3:21])[CH3:20])=[C:13]([F:24])[CH:12]=3)=[CH:8][C:7](=[O:25])[C:6]=2[C:26]=1[NH:27][CH2:28][CH2:29][CH2:30]OS(C)(=O)=O.[CH3:37][N:38]1[CH2:43][CH2:42][NH:41][CH2:40][CH2:39]1.O>CN(C)C=O>[F:1][C:2]1[CH:3]=[C:4]([F:36])[C:5]2[O:10][C:9]([C:11]3[CH:16]=[CH:15][C:14]([NH:17][C:18](=[O:23])[C:19]([CH3:22])([CH3:20])[CH3:21])=[C:13]([F:24])[CH:12]=3)=[CH:8][C:7](=[O:25])[C:6]=2[C:26]=1[NH:27][CH2:28][CH2:29][CH2:30][N:41]1[CH2:42][CH2:43][N:38]([CH3:37])[CH2:39][CH2:40]1. Reported procedure: 612 mg (1.16mmol) of 6,8-difluoro-2-(3-fluoro-4-pivaloylaminophenyl)-5-(3-methanesulfonyloxypropylamino)-4H-1-benzopyran-4-one obtained in Example 129 (2) was dissolved in 30 mL of dimethylformamide under argon atmosphere, 1.30 mL (11.6 mmol) of 1-methylpiperazine was added and the mixture was stirred at 50° C. for 6.6 hours. Water was added to the reaction solution and the mixture was extracted twice with ethyl acetate. The organic layer was washed once with water and once with an aqueous satur... Starting materials: C(C)OC(=O)C=1NC=C(C1C1=CC=C(C=C1)Br)C#N (3-(4-bromo-phenyl)-4-cyano-1H-pyrrole-2-carboxylic acid ethyl ester), C(=O)([O-])[O-].[K+].[K+] (K2CO3), IC (iodomethane), O (water). Solvent: CS(=O)C (DMSO), hexanes, CCOC(=O)C (EtOAc). The product is final title compound, C(C)OC(=O)C=1N(C=C(C1C1=CC=C(C=C1)Br)C#N)C (3-(4-bromo-phenyl)-4-cyano-1-methyl-1H-pyrrole-2-carboxylic acid ethyl ester). Isolated yield 77.2%. RXN SMILES: [CH2:1]([O:3][C:4]([C:6]1[NH:7][CH:8]=[C:9]([C:18]#[N:19])[C:10]=1[C:11]1[CH:16]=[CH:15][C:14]([Br:17])=[CH:13][CH:12]=1)=[O:5])[CH3:2].[C:20]([O-])([O-])=O.[K+].[K+].IC.O>CS(C)=O.CCOC(C)=O>[CH2:1]([O:3][C:4]([C:6]1[N:7]([CH3:20])[CH:8]=[C:9]([C:18]#[N:19])[C:10]=1[C:11]1[CH:16]=[CH:15][C:14]([Br:17])=[CH:13][CH:12]=1)=[O:5])[CH3:2] |f:1.2.3|. Procedure details: A solution of 3-(4-bromo-phenyl)-4-cyano-1H-pyrrole-2-carboxylic acid ethyl ester (41.59 g, 0.130 mol) in DMSO (400 mL) is treated with K2CO3 (19.76 g, 0.143 mol). The resulting solution is allowed to stir at room temperature for several minutes, and then treated with iodomethane (9.75 mL, 0.156 mol). The resulting reaction mixture is allowed to stir under nitrogen at room temperature overnight, then poured into water (2,000 mL) and extracted with EtOAc (4×500 mL each). The combined organics are... Reactants: NC=1C=CC(=C(C1)[C@]1(N=C(OCC1(F)F)N)C)F ((R)-4-(5-amino-2-fluoro-phenyl)-5,5-difluoro-4-methyl-5,6-dihydro-4H-[1,3]oxazin-2-ylamine), ClC=1C(=NC=C(C1)Cl)C(=O)O (3,5-dichloro-pyridine-2-carboxylic acid). Yields the product NC=1OCC([C@@](N1)(C)C=1C=C(C=CC1F)NC(=O)C1=NC=C(C=C1Cl)Cl)(F)F (3,5-Dichloro-pyridine-2-carboxylic acid [3-((R)-2-amino-5,5-difluoro-4-methyl-5,6-dihydro-4H-[1,3]oxazin-4-yl)-4-fluoro-phenyl]-amide). RXN SMILES: [NH2:1][C:2]1[CH:3]=[CH:4][C:5]([F:18])=[C:6]([C@:8]2([CH3:17])[C:13]([F:15])([F:14])[CH2:12][O:11][C:10]([NH2:16])=[N:9]2)[CH:7]=1.[Cl:19][C:20]1[C:21]([C:27](O)=[O:28])=[N:22][CH:23]=[C:24]([Cl:26])[CH:25]=1>>[NH2:16][C:10]1[O:11][CH2:12][C:13]([F:14])([F:15])[C@:8]([C:6]2[CH:7]=[C:2]([NH:1][C:27]([C:21]3[C:20]([Cl:19])=[CH:25][C:24]([Cl:26])=[CH:23][N:22]=3)=[O:28])[CH:3]=[CH:4][C:5]=2[F:18])([CH3:17])[N:9]=1. Procedure details: The condensation of (R)-4-(5-amino-2-fluoro-phenyl)-5,5-difluoro-4-methyl-5,6-dihydro-4H-[1,3]oxazin-2-ylamine (intermediate XI-1) and 3,5-dichloro-pyridine-2-carboxylic acid following procedure I yielded the title compound as a colorless solid. MS (ISP): m/z=433.2 [M+H]+.